describe an organic reaction: reactants, conditions, products, and yield From a dataset of the Open Reaction Database (ORD), a public repository of structured organic reaction records. Reactants: C([O-])([O-])=O.[K+].[K+] (potassium carbonate), C(C1=CC=CC=C1)Br (benzyl bromide), CN(C=O)C (dimethyl formamide), CC=1NC2=CC=CC=C2C1CC(=O)O (2-(2-methylindol-3-yl)acetic acid). Solvent: O (water). Conditions: time 2 hour. Yields the product C(C1=CC=CC=C1)OC(CC1=C(NC2=CC=CC=C12)C)=O (2-(2-methylindol-3-yl)acetic acid benzyl ester). RXN SMILES: C(=O)([O-])[O-].[K+].[K+].[CH2:7](Br)[C:8]1[CH:13]=[CH:12][CH:11]=[CH:10][CH:9]=1.CN(C)C=O.[CH3:20][C:21]1[NH:22][C:23]2[C:28]([C:29]=1[CH2:30][C:31]([OH:33])=[O:32])=[CH:27][CH:26]=[CH:25][CH:24]=2>O>[CH2:7]([O:33][C:31](=[O:32])[CH2:30][C:29]1[C:28]2[C:23](=[CH:24][CH:25]=[CH:26][CH:27]=2)[NH:22][C:21]=1[CH3:20])[C:8]1[CH:13]=[CH:12][CH:11]=[CH:10][CH:9]=1 |f:0.1.2|. Procedure: Under argon gas, potassium carbonate (2.52 g) and benzyl bromide (1.2 mL) were added to dimethyl formamide (20 mL) solution containing 2-(2-methylindol-3-yl)acetic acid (1.73 g), which was stirred at room temperature for 2 hours. The reaction mixture was radiationally cooled and water was added, and then the mixture was extracted by ethyl acetate. The extract was sequentially washed with water and saturated brine and dried by sulfuric anhydride sodium, and concentrated. The residue was purified ... The product is [NH4+].[OH-] (NH4OH), NC1=NC2=CC=CC=C2C2=C1N=C1N2[C@H](COC1)CCCNC(OC(C)(C)C)=O (tert-butyl 3-[(11S)-6-amino-10,11-dihydro-8H-[1,4]oxazino[4′,3′:1,2]imidazo[4,5-c]quinolin-11-yl]propylcarbamate). Starting materials: [O-][N+]1=CC2=C(C3=CC=CC=C13)N1C(=N2)COC[C@@H]1CCCNC(OC(C)(C)C)=O (tert-Butyl 3-[(11S)-5-oxido-10,11-dihydro-8H-[1,4]oxazino[4′,3′:1,2]imidazo[4,5-c]quinolin-11-yl]propylcarbamate), C1(=CC=C(C=C1)S(=O)(=O)Cl)C (p-toluenesulfonyl chloride), O (H2O), [NH4+].[OH-] (NH4OH). Reaction SMILES: [O-:1][N+:2]1[C:11]2[C:6](=[CH:7][CH:8]=[CH:9][CH:10]=2)[C:5]2[N:12]3[C@@H:18]([CH2:19][CH2:20][CH2:21][NH:22][C:23](=[O:29])[O:24][C:25]([CH3:28])([CH3:27])[CH3:26])[CH2:17][O:16][CH2:15][C:13]3=[N:14][C:4]=2[CH:3]=1.[NH4+:30].[OH-].C1(C)C=CC(S(Cl)(=O)=O)=CC=1.O>C(Cl)Cl>[NH4+:2].[OH-:1].[NH2:30][C:3]1[C:4]2[N:14]=[C:13]3[CH2:15][O:16][CH2:17][C@H:18]([CH2:19][CH2:20][CH2:21][NH:22][C:23](=[O:29])[O:24][C:25]([CH3:28])([CH3:27])[CH3:26])[N:12]3[C:5]=2[C:6]2[C:11](=[CH:10][CH:9]=[CH:8][CH:7]=2)[N:2]=1 |f:1.2,6.7|. Procedure: tert-Butyl 3-[(11S)-5-oxido-10,11-dihydro-8H-[1,4]oxazino[4′,3′:1,2]imidazo[4,5-c]quinolin-11-yl]propylcarbamate (850 mg, 2.15 mmol) was dissolved in 25 mL of CH2Cl2 and treated with 3 mL of concentrated NH4OH solution. The mixture was stirred rapidly and then p-toluenesulfonyl chloride (451 mg, 2.37 mmol) was carefully added. Rapid stirring was continued for 2 hours. The reaction mixture was treated with 25 mL of CH2Cl2 and 25 mL of H2O. The layers were separated and the organic portion was was... Isolated yield 0.4%. Reaction conditions: time 2 hour. The solvent is C(Cl)Cl (CH2Cl2), C(Cl)Cl (CH2Cl2).